From a dataset of the Open Reaction Database (ORD), a public repository of structured organic reaction records. describe an organic reaction: reactants, conditions, products, and yield Reactants: CC1=CC=C(C=C1)S(=O)(=O)Cl (4-methyl-benzenesulfonyl chloride), O (water), [Si](C)(C)(C(C)(C)C)OC=1C(NC=CC1)=O (3-(tert-butyldimethylsilanyloxy)-1H-pyridin-2-one), C(CCC)[Li] (n-butyl lithium). Run in C1CCOC1 (THF), C1CCOC1 (THF). Conditions: temperature -78 celsius, time 20 minute. The product is CC1=CC=C(C=C1)S(=O)(=O)N1C(C(=CC=C1)O)=O (1-(4′-Methylbenzenesulfonyl)-3-hydroxypyridin-2(1H)-one). Reaction SMILES: [Si]([O:8][C:9]1[C:10](=[O:15])[NH:11][CH:12]=[CH:13][CH:14]=1)(C(C)(C)C)(C)C.C([Li])CCC.[CH3:21][C:22]1[CH:27]=[CH:26][C:25]([S:28](Cl)(=[O:30])=[O:29])=[CH:24][CH:23]=1.O>C1COCC1>[CH3:21][C:22]1[CH:27]=[CH:26][C:25]([S:28]([N:11]2[CH:12]=[CH:13][CH:14]=[C:9]([OH:8])[C:10]2=[O:15])(=[O:30])=[O:29])=[CH:24][CH:23]=1. Procedure details: To stirred solution of 3-[(tert-butyldimethylsilyl)oxy]pyridin-2(1H)-one (1) (4.66 g, 20.7 mmol) in dry THF (150 mL), maintained at −78° C. under a dry nitrogen atmosphere is added n-butyl lithium (1.6 M solution in hexane, 21.0 mmol). After 20 minutes, 4-methyl-benzenesulfonyl chloride (3.95 g, 20.7 mmol) is added as a THF solution. The solution is allowed to warm to room temperature over one hour, the water (10 mL) is added and the contents of the reaction vessel is extracted with EtOAc (3×), ... The reactants are ester, Cl (HCl), O (H2O), O (H2O), [NH4+].[Cl-] (NH4Cl), CN(C)C(=[N+](C)C)ON1C2=C(C=CC=C2)N=N1.[B-](F)(F)(F)F (TBTU), CCN(C(C)C)C(C)C (DIPEA), BrC=1C=C2C(=NC1)N(C=C2[C@H](C)C2=C(C(=CC=C2OC(F)F)F)Cl)C(=O)OC(C)(C)C (tert-butyl 5-bromo-3-{(1S)-1-[2-chloro-6-(difluoromethoxy)-3-fluorophenyl]ethyl}-1H-pyrrolo[2,3-b]pyridine-1-carboxylate), CC1=C(C=NN1[C@@H]1CC[C@H](CC1)C(=O)OCC)B1OC(C(O1)(C)C)(C)C (ethyl trans-4-[5-methyl-4-(4,4,5,5-tetramethyl-1,3,2-dioxaborolan-2-yl)-1H-pyrazol-1-yl]cyclohexane-carboxylate), [F-].[K+] (potassium fluoride), O.[OH-].[Li+] (Lithium hydroxide monohydrate), C(Cl)Cl (DCM). The reagents and catalysts are C=1C=CC(=CC1)[P](C=2C=CC=CC2)(C=3C=CC=CC3)[Pd]([P](C=4C=CC=CC4)(C=5C=CC=CC5)C=6C=CC=CC6)([P](C=7C=CC=CC7)(C=8C=CC=CC8)C=9C=CC=CC9)[P](C=1C=CC=CC1)(C=1C=CC=CC1)C=1C=CC=CC1 (Pd(PPh3)4). Run in O1CCOCC1 (dioxane). Conditions: temperature 45 celsius, time 20 minute. The product is ClC1=C(C(=CC=C1F)OC(F)F)[C@@H](C)C1=CNC2=NC=C(C=C21)C=2C=NN(C2C)[C@@H]2CC[C@H](CC2)C(=O)N (trans-4-[4-(3-{(1S)-1-[2-Chloro-6-(difluoromethoxy)-3-fluorophenyl]ethyl}-1H-pyrrolo[2,3-b]pyridin-5-yl)-5-methyl-1H-pyrazol-1-yl]cyclohexanecarboxamide). RXN SMILES: Br[C:2]1[CH:3]=[C:4]2[C:10]([C@@H:11]([C:13]3[C:18]([O:19][CH:20]([F:22])[F:21])=[CH:17][CH:16]=[C:15]([F:23])[C:14]=3[Cl:24])[CH3:12])=[CH:9][N:8](C(OC(C)(C)C)=O)[C:5]2=[N:6][CH:7]=1.[CH3:32][C:33]1[N:37]([C@H:38]2[CH2:43][CH2:42][C@H:41]([C:44]([O:46]CC)=O)[CH2:40][CH2:39]2)[N:36]=[CH:35][C:34]=1B1OC(C)(C)C(C)(C)O1.[F-].[K+].O.Cl.O.[OH-].[Li+].C(Cl)Cl.[NH4+].[Cl-].C[N:71](C(ON1N=NC2C=CC=CC1=2)=[N+](C)C)C.[B-](F)(F)(F)F.CCN(C(C)C)C(C)C>C1C=CC([P]([Pd]([P](C2C=CC=CC=2)(C2C=CC=CC=2)C2C=CC=CC=2)([P](C2C=CC=CC=2)(C2C=CC=CC=2)C2C=CC=CC=2)[P](C2C=CC=CC=2)(C2C=CC=CC=2)C2C=CC=CC=2)(C2C=CC=CC=2)C2C=CC=CC=2)=CC=1.O1CCOCC1>[Cl:24][C:14]1[C:15]([F:23])=[CH:16][CH:17]=[C:18]([O:19][CH:20]([F:22])[F:21])[C:13]=1[C@H:11]([C:10]1[C:4]2[C:5](=[N:6][CH:7]=[C:2]([C:34]3[CH:35]=[N:36][N:37]([C@H:38]4[CH2:43][CH2:42][C@H:41]([C:44]([NH2:71])=[O:46])[CH2:40][CH2:39]4)[C:33]=3[CH3:32])[CH:3]=2)[NH:8][CH:9]=1)[CH3:12] |f:2.3,6.7.8,10.11,12.13,^1:104,106,125,144|. Procedure details: A mixture of tert-butyl 5-bromo-3-{(1S)-1-[2-chloro-6-(difluoromethoxy)-3-fluorophenyl]ethyl}-1H-pyrrolo[2,3-b]pyridine-1-carboxylate (70.0 mg, 0.135 mmol), ethyl trans-4-[5-methyl-4-(4,4,5,5-tetramethyl-1,3,2-dioxaborolan-2-yl)-1H-pyrazol-1-yl]cyclohexane-carboxylate (97.6 mg, 0.269 mmol), Pd(PPh3)4 (7.78 mg, 0.00673 mmol), potassium fluoride (23.5 mg, 0.404 mmol) and 4:1 dioxane:H2O (5 mL, 50 mmol) was heated in a microwave reactor at 95° C. for 30 min. The material was extracted with DCM and ... The reactants are C1(=CC=CC=C1)S(=O)(=O)N1C=C(C=2C1=NC=C(C2)Cl)CC2=C(N=C(S2)NCC=2C=NC(=CC2)OC)Cl ([5-(1-benzenesulfonyl-5-chloro-1H-pyrrolo[2,3-b]pyridin-3-ylmethyl)-4-chloro-thiazol-2-yl]-(6-methoxy-pyridin-3-ylmethyl)-amine), CO (methanol), [OH-].[K+] (potassium hydroxide). Solvent: C(C)(=O)O (Acetic acid). Reaction conditions: temperature 80 celsius. Product: ClC=1N=C(SC1CC1=CNC2=NC=C(C=C21)Cl)NCC=2C=NC(=CC2)OC ([4-chloro-5-(5-chloro-1H-pyrrolo[2,3-b]pyridin-3-ylmethyl)-thiazol-2-yl]-(6-methoxy-pyridin-3-ylmethyl)-amine). Reaction SMILES: C1(S([N:10]2[C:14]3=[N:15][CH:16]=[C:17]([Cl:19])[CH:18]=[C:13]3[C:12]([CH2:20][C:21]3[S:25][C:24]([NH:26][CH2:27][C:28]4[CH:29]=[N:30][C:31]([O:34][CH3:35])=[CH:32][CH:33]=4)=[N:23][C:22]=3[Cl:36])=[CH:11]2)(=O)=O)C=CC=CC=1.CO.[OH-].[K+]>C(O)(=O)C>[Cl:36][C:22]1[N:23]=[C:24]([NH:26][CH2:27][C:28]2[CH:29]=[N:30][C:31]([O:34][CH3:35])=[CH:32][CH:33]=2)[S:25][C:21]=1[CH2:20][C:12]1[C:13]2[C:14](=[N:15][CH:16]=[C:17]([Cl:19])[CH:18]=2)[NH:10][CH:11]=1 |f:2.3|. Procedure: [5-(1-Benzenesulfonyl-1H-pyrrolo[2,3-b]pyridin-3-ylmethyl)-4-chloro-thiazol-2-yl]-(6-methoxy-pyridin-3-ylmethyl)-amine 619 was combined with methanol: potassium hydroxide (1M) (1:1, 0.5 mL). The mixture was heated at 80° C. for 2 hours. Acetic acid (0.1 mL) was added and the solvents removed under reduced pressure. The remaining residue was dissolved in dimethylsulfoxide (0.4 mL) and purified by reverse phase HPLC on a Phenomenex column (50 mm×10 mm ID) eluting with 0.1% trifluoroacetic acid in ...